Dataset: the Open Reaction Database (ORD), a public repository of structured organic reaction records. Task: describe an organic reaction: reactants, conditions, products, and yield Starting materials: [Na].CC1(NC2=CC=CC=C2C(=C1)OS(=O)(=O)C)C ((2,2-dimethyl-1,2-dihydroquinoline-4-yl)-methylsulfonic acid sodium salt), [Cl-].[Zn+2].[Cl-] (zinc chloride). The solvent is O (water), CO (methanol). Run at time 2 hour. Product: [Zn].CC1(NC2=CC=CC=C2C(=C1)OS(=O)(=O)C)C ((2,2-dimethyl-1,2-dihydroquinoline-4-yl)-methylsulfonic acid zinc salt). Yield: 87.0%. As a reaction SMILES: [Na].[CH3:2][C:3]1([CH3:18])[CH:12]=[C:11]([O:13][S:14]([CH3:17])(=[O:16])=[O:15])[C:10]2[C:5](=[CH:6][CH:7]=[CH:8][CH:9]=2)[NH:4]1.[Cl-].[Zn+2:20].[Cl-]>CO.O>[Zn:20].[CH3:2][C:3]1([CH3:18])[CH:12]=[C:11]([O:13][S:14]([CH3:17])(=[O:16])=[O:15])[C:10]2[C:5](=[CH:6][CH:7]=[CH:8][CH:9]=2)[NH:4]1 |f:0.1,2.3.4,7.8,^1:0|. Procedure: Into a solution of 13.2 g. of (2,2-dimethyl-1,2-dihydroquinoline-4-yl)-methylsulfonic acid sodium salt in 10 ml of methanol 2.7 g or zinc chloride are added. The solution is stirred at room temperature of 2 hours, whereupon it is diluted with 40 ml of water. The solution is then evaporated in vacuo on water bath. 9.9 g (87%) of (2,2-dimethyl-1,2-dihydroquinoline-4-yl)-methylsulfonic acid zinc salt are obtained, melting at 98° to 100° C. Starting materials: ClCCC=1C(OC2=C(C1C)C(=CC(=C2)OC)OC)=O (3-(2-chloroethyl)-5,7-dimethoxy-4-methyl-2H-1-benzopyran-2-one), FC(C=1C=C(C=CC1)N1CCNCC1)(F)F (1-(3-trifluoromethylphenyl)piperazine). Run in C(C)(C)O (isopropanol). Product: COC1=CC(=CC2=C1C(=C(C(O2)=O)CCN2CCN(CC2)C2=CC(=CC=C2)C(F)(F)F)C)OC (5,7-dimethoxy-4-methyl-3-{2-[4-(3-trifluoromethylphenyl)-1-piperazinyl]ethyl}-2H-1-benzopyran-2-one). Isolated yield 47.0%. Reaction SMILES: Cl[CH2:2][CH2:3][C:4]1[C:5](=[O:19])[O:6][C:7]2[CH:14]=[C:13]([O:15][CH3:16])[CH:12]=[C:11]([O:17][CH3:18])[C:8]=2[C:9]=1[CH3:10].[F:20][C:21]([F:35])([F:34])[C:22]1[CH:23]=[C:24]([N:28]2[CH2:33][CH2:32][NH:31][CH2:30][CH2:29]2)[CH:25]=[CH:26][CH:27]=1>C(O)(C)C>[CH3:18][O:17][C:11]1[C:8]2[C:9]([CH3:10])=[C:4]([CH2:3][CH2:2][N:31]3[CH2:30][CH2:29][N:28]([C:24]4[CH:25]=[CH:26][CH:27]=[C:22]([C:21]([F:34])([F:35])[F:20])[CH:23]=4)[CH2:33][CH2:32]3)[C:5](=[O:19])[O:6][C:7]=2[CH:14]=[C:13]([O:15][CH3:16])[CH:12]=1. Procedure: Process B; starting materials: 3-(2-chloroethyl)-5,7-dimethoxy-4-methyl-2H-1-benzopyran-2-one (Example 39) and 1-(3-trifluoromethylphenyl)piperazine; yield 47%; m.p. 138°-139° C. (from isopropanol). Starting materials: [Cl-].ClC(CC[N+](C)(C)CC(C)O)CCCCCCCCCCCCCCC (3-chloro-2-hydroxypropyl dimethyloctadecyl ammonium chloride), [Cl-].ClC(CC[N+](C)(C)CC(C)O)CCCCC (3-chloro-2-hydroxypropyldimethyloctyl ammonium chloride). Product: [Cl-].ClC(CC[N+](C)(C)CC(C)O)CCCCCCCCC (3-chloro-2-hydroxypropyl dimethyldodecyl ammonium chloride). Reaction SMILES: [Cl-].[Cl:2][CH:3]([CH2:13][CH2:14][CH2:15][CH2:16][CH2:17][CH2:18][CH2:19][CH2:20][CH2:21]CCCCCC)[CH2:4][CH2:5][N+:6]([CH2:9][CH:10]([OH:12])[CH3:11])([CH3:8])[CH3:7].[Cl-].ClC(CCCCC)CC[N+](CC(O)C)(C)C>>[Cl-:2].[Cl:2][CH:3]([CH2:13][CH2:14][CH2:15][CH2:16][CH2:17][CH2:18][CH2:19][CH2:20][CH3:21])[CH2:4][CH2:5][N+:6]([CH2:9][CH:10]([OH:12])[CH3:11])([CH3:8])[CH3:7] |f:0.1,2.3,4.5|. Procedure: 3-chloro-2-hydroxypropyl dimethyloctadecyl ammonium chloride; 3-chloro-2-hydroxypropyldimethyloctyl ammonium chloride; The reactants are Cn2cnc1ccccc12 (effective_coupling_partner), COc3ccc2ccc(c1ccc(C(C)(C)C)cc1)cc2c3 (substrate). Reagents/catalysts: CDC. Reaction conditions: temperature 90 celsius, time 16 hour. Yields the product Cn5c(c3ccc2ccc(c1ccc(C(C)(C)C)cc1)cc2c3)nc4ccccc45. Starting materials: IC=1C(=CC(=C(C1)C1=CC=NN1C1=CC2=C(OCCO2)C=C1)OC)OC (5-[5-iodo-2,4-dimethoxyphenyl]1-(2,3-dihydrobenzo-1,4-dioxin-6-yl)-1H-pyrazole), C(=C)C1=CC=C(C=C1)C (4-vinyltoluene). Run in CCOCC (ether). Yields the product CC1=CC=C(C=C1)CCC=1C(=CC(=C(C1)C1=CC=NN1C1=CC2=C(OCCO2)C=C1)O)O (5-{5-[2-(4-methylphenyl)ethyl]2,4-dihydroxyphenyl}-1-(2,3-dihydrobenzo-1,4-dioxin-6-yl)-1H-pyrazole). Reaction SMILES: I[C:2]1[C:3]([O:25]C)=[CH:4][C:5]([O:23]C)=[C:6]([C:8]2[N:12]([C:13]3[CH:22]=[CH:21][C:16]4[O:17][CH2:18][CH2:19][O:20][C:15]=4[CH:14]=3)[N:11]=[CH:10][CH:9]=2)[CH:7]=1.[CH:27]([C:29]1[CH:34]=[CH:33][C:32]([CH3:35])=[CH:31][CH:30]=1)=[CH2:28]>CCOCC>[CH3:35][C:32]1[CH:33]=[CH:34][C:29]([CH2:27][CH2:28][C:2]2[C:3]([OH:25])=[CH:4][C:5]([OH:23])=[C:6]([C:8]3[N:12]([C:13]4[CH:22]=[CH:21][C:16]5[O:17][CH2:18][CH2:19][O:20][C:15]=5[CH:14]=4)[N:11]=[CH:10][CH:9]=3)[CH:7]=2)=[CH:30][CH:31]=1. Procedure: 12.6 Analogous reaction of 5-[5-iodo-2,4-dimethoxyphenyl]1-(2,3-dihydrobenzo-1,4-dioxin-6-yl)-1H-pyrazole with 4-vinyltoluene, hydrogenation and ether cleavage gives the compound 5-{5-[2-(4-methylphenyl)ethyl]2,4-dihydroxyphenyl}-1-(2,3-dihydrobenzo-1,4-dioxin-6-yl)-1H-pyrazole. Reactants: OC=1C=C(CO)C=C(C1)O (3,5-Dihydroxybenzyl alcohol), ClC1=NC=C(C=C1)C(F)(F)F (2-chloro-5-trifluoromethyl-pyridine), C([O-])([O-])=O.[K+].[K+] (potassium carbonate). The solvent is CN(C=O)C (dimethylformamide). Reaction conditions: temperature 100 celsius, time 16 hour. The product is OCC=1C=C(C=C(C1)OC1=NC=C(C=C1)C(F)(F)F)O (3-(Hydroxymethyl)-5-(5-(trifluoromethyl)pyridin-2-yloxy)phenol). Isolated yield 20.8%. RXN SMILES: [OH:1][C:2]1[CH:3]=[C:4]([CH:7]=[C:8]([OH:10])[CH:9]=1)[CH2:5][OH:6].Cl[C:12]1[CH:17]=[CH:16][C:15]([C:18]([F:21])([F:20])[F:19])=[CH:14][N:13]=1.C(=O)([O-])[O-].[K+].[K+]>CN(C)C=O>[OH:6][CH2:5][C:4]1[CH:7]=[C:8]([OH:10])[CH:9]=[C:2]([O:1][C:12]2[CH:17]=[CH:16][C:15]([C:18]([F:21])([F:20])[F:19])=[CH:14][N:13]=2)[CH:3]=1 |f:2.3.4|. Reported procedure: 3,5-Dihydroxybenzyl alcohol (5.0 g, 40 mmol), 2-chloro-5-trifluoromethyl-pyridine (7.13 g, 39.2 mmol) and potassium carbonate (6.16 g, 44.6 mmol) were suspended in dimethylformamide (100 mL) and heated to 100° C. After stirring for 16 h, the reaction was cooled to room temperature and partitioned between water (500 mL) and ethyl acetate. The organic layer was separated and the aqueous was extracted again with ethyl acetate. The combined organic layer was dried over sodium sulfate, filtered and c... The reactants are [Si](C)(C)(C(C)(C)C)O[C@H]([C@@H](NC1=C(C(=C(C=C1)C#N)Cl)C)C1=NN=C(O1)C1=CC=C(C=C1)NC(C)=O)C (N-(4-(5-((1R,2S)-2-(tert-butyl dimethylsilyloxy)-1-(3-chloro-4-cyano-2-methylphenylamino)propyl)-1,3,4-oxadiazol-2-yl)phenyl)acetamide), CCCC[N+](CCCC)(CCCC)CCCC.[F-] (TBAF). Solvent: C1CCOC1 (THF). Conditions: temperature 11 celsius. Product: ClC=1C(=C(C=CC1C#N)N[C@H]([C@H](C)O)C1=NN=C(O1)C1=CC=C(C=C1)NC(C)=O)C (N-(4-(5-((1R,2S)-1-(3-Chloro-4-cyano-2-methylphenylamino)-2-hydroxypropyl)-1,3,4-oxadiazol-2-yl)phenyl)acetamide). Isolated yield 88.1%. As a reaction SMILES: [Si]([O:8][C@@H:9]([CH3:37])[C@H:10]([C:22]1[O:26][C:25]([C:27]2[CH:32]=[CH:31][C:30]([NH:33][C:34](=[O:36])[CH3:35])=[CH:29][CH:28]=2)=[N:24][N:23]=1)[NH:11][C:12]1[CH:17]=[CH:16][C:15]([C:18]#[N:19])=[C:14]([Cl:20])[C:13]=1[CH3:21])(C(C)(C)C)(C)C.CCCC[N+](CCCC)(CCCC)CCCC.[F-]>C1COCC1>[Cl:20][C:14]1[C:13]([CH3:21])=[C:12]([NH:11][C@@H:10]([C:22]2[O:26][C:25]([C:27]3[CH:28]=[CH:29][C:30]([NH:33][C:34](=[O:36])[CH3:35])=[CH:31][CH:32]=3)=[N:24][N:23]=2)[C@@H:9]([OH:8])[CH3:37])[CH:17]=[CH:16][C:15]=1[C:18]#[N:19] |f:1.2|. Procedure details: To a pre-cooled (−55° C.) solution of N-(4-(5-((1R,2S)-2-(tert-butyl dimethylsilyloxy)-1-(3-chloro-4-cyano-2-methylphenylamino)propyl)-1,3,4-oxadiazol-2-yl)phenyl)acetamide (216 mg, 0.40 mmol) in THF (20 mL) was added TBAF (0.48 mL, 0.48 mmol, 1 M solution in THF) over 5 minutes. Upon complete addition the reaction mixture was allowed to warm to 11° C. over 3 h and quenched with sat. aq. NH4Cl (15 mL). The resulting mixture was partitioned between H2O (25 mL) and EtOAc (40 mL). The aqueous layer...